This data is from the Open Reaction Database (ORD), a public repository of structured organic reaction records. The task is: describe an organic reaction: reactants, conditions, products, and yield The reactants are ClC=1OC2=C(C1)C=C(C=C2)C(=C(C=2C=NC(=CC2)Cl)C2=CC=C(C=C2)O)CC (4-(2-(2-chlorobenzofuran-5-yl)-1-(6-chloropyridin-3-yl)but-1-enyl)phenol), CNCCO (2-(methylamino)ethanol). The product is ClC=1OC2=C(C1)C=C(C=C2)C(=C(C=2C=NC(=CC2)OCCNC)C2=CC=C(C=C2)O)CC (4-(2-(2-Chlorobenzofuran-5-yl)-1-(6-(2-(methylamino)ethoxy)pyridin-3-yl)but-1-enyl)phenol). Reaction SMILES: [Cl:1][C:2]1[O:3][C:4]2[CH:10]=[CH:9][C:8]([C:11]([CH2:27][CH3:28])=[C:12]([C:20]3[CH:25]=[CH:24][C:23]([OH:26])=[CH:22][CH:21]=3)[C:13]3[CH:14]=[N:15][C:16](Cl)=[CH:17][CH:18]=3)=[CH:7][C:5]=2[CH:6]=1.[CH3:29][NH:30][CH2:31][CH2:32][OH:33]>>[Cl:1][C:2]1[O:3][C:4]2[CH:10]=[CH:9][C:8]([C:11]([CH2:27][CH3:28])=[C:12]([C:20]3[CH:25]=[CH:24][C:23]([OH:26])=[CH:22][CH:21]=3)[C:13]3[CH:14]=[N:15][C:16]([O:33][CH2:32][CH2:31][NH:30][CH3:29])=[CH:17][CH:18]=3)=[CH:7][C:5]=2[CH:6]=1. Reported procedure: According to the same procedure as example 16, step C described, 4-(2-(2-chlorobenzofuran-5-yl)-1-(6-chloropyridin-3-yl)but-1-enyl)phenol (70 mg, 1.0 eq) was reacted with 2-(methylamino)ethanol (128 mg, 10 eq) to give the desired product (Z/E=1/1). m/z=449[M+1]+.